The task is: describe an organic reaction: reactants, conditions, products, and yield. This data is from the Open Reaction Database (ORD), a public repository of structured organic reaction records. Starting materials: COc1nc(NC(=NS(=O)(=O)c2ccccc2S(=O)(=O)OC)SC)nc(OC)n1, CON, Cl, C1COCCO1, O. The product is CON=C(Nc1nc(OC)nc(OC)n1)NS(=O)(=O)c1ccccc1S(=O)(=O)OC. RXN SMILES: [CH3:1][O:2][c:3]1[n:4][c:5]([NH:11][C:12]([S:13][CH3:14])=[N:15][S:16](=[O:17])(=[O:18])[c:19]2[c:20]([S:25](=[O:26])(=[O:27])[O:28][CH3:29])[cH:21][cH:22][cH:23][cH:24]2)[n:6][c:7]([O:9][CH3:10])[n:8]1.[CH3:30][O:31][NH2:32].[ClH:34].[O:35]1[CH2:36][CH2:37][O:38][CH2:39][CH2:40]1.[OH2:33]>>[CH3:1][O:2][c:3]1[n:4][c:5]([NH:11][C:12]([NH:15][S:16](=[O:17])(=[O:18])[c:19]2[c:20]([S:25](=[O:26])(=[O:27])[O:28][CH3:29])[cH:21][cH:22][cH:23][cH:24]2)=[N:32][O:31][CH3:30])[n:6][c:7]([O:9][CH3:10])[n:8]1.